This data is from the Open Reaction Database (ORD), a public repository of structured organic reaction records. The task is: describe an organic reaction: reactants, conditions, products, and yield The reactants are O=C([O-])[O-], CC(C)(C)OC(=O)N1CCN(c2nc3cnn(COCc4ccccc4)c(=O)c3[nH]2)CC1, CC#CCBr, CN(C)C=O, CCOC(C)=O, [K+], [K+]. The product is CC#CCn1c(N2CCN(C(=O)OC(C)(C)C)CC2)nc2cnn(COCc3ccccc3)c(=O)c21. RXN SMILES: [C:1](=[O:2])([O-:3])[O-:4].[CH2:17]([c:18]1[cH:19][cH:20][cH:21][cH:22][cH:23]1)[O:24][CH2:25][n:26]1[n:27][cH:28][c:29]2[c:30]([c:31]1=[O:32])[nH:33][c:34]([N:36]1[CH2:37][CH2:38][N:39]([C:42](=[O:43])[O:44][C:45]([CH3:46])([CH3:47])[CH3:48])[CH2:40][CH2:41]1)[n:35]2.[CH2:7]([C:8]#[C:9][CH3:10])[Br:11].[CH3:12][N:13]([CH3:14])[CH:15]=[O:16].[CH3:49][CH2:50][O:51][C:52](=[O:53])[CH3:54].[K+:5].[K+:6]>>[CH2:7]([C:8]#[C:9][CH3:10])[n:33]1[c:30]2[c:29]([cH:28][n:27][n:26]([CH2:25][O:24][CH2:17][c:18]3[cH:19][cH:20][cH:21][cH:22][cH:23]3)[c:31]2=[O:32])[n:35][c:34]1[N:36]1[CH2:37][CH2:38][N:39]([C:42](=[O:43])[O:44][C:45]([CH3:46])([CH3:47])[CH3:48])[CH2:40][CH2:41]1. Product: CCN(CC)C1=CCN(C)CC1. Reaction SMILES: [CH2:9]([CH3:10])[NH:11][CH2:12][CH3:13].[CH3:14][CH2:15][O:16][CH2:17][CH3:18].[CH3:1][N:2]1[CH2:3][CH2:4][C:5](=[O:8])[CH2:6][CH2:7]1>>[CH3:1][N:2]1[CH2:3][CH:4]=[C:5]([N:11]([CH2:9][CH3:10])[CH2:12][CH3:13])[CH2:6][CH2:7]1. Starting materials: CCNCC, CCOCC, CN1CCC(=O)CC1. Yields the product Cc1cc(SC2=C(O)CC(CCc3ccc(O)cc3)(CCc3ccc(O)cc3)OC2=O)c(C(C)(C)C)cc1OS(=O)(=O)N(C)C. Reaction SMILES: [C:1]([CH3:2])([CH3:3])([CH3:4])[c:5]1[c:6]([S:19][S:20]([c:21]2[cH:22][cH:23][c:24]([CH3:25])[cH:26][cH:27]2)(=[O:28])=[O:29])[cH:7][c:8]([CH3:18])[c:9]([O:11][S:12]([N:13]([CH3:14])[CH3:15])(=[O:16])=[O:17])[cH:10]1.[CH3:67][OH:68].[Cl:69][CH:70]([Cl:71])[Cl:72].[K+:56].[K+:57].[O-:58][C:59]([O-:60])=[O:61].[O:62]=[CH:63][N:64]([CH3:65])[CH3:66].[OH:30][C:31]1=[CH:32][C:33](=[O:55])[O:34][C:35]([CH2:37][CH2:38][c:39]2[cH:40][cH:41][c:42]([OH:45])[cH:43][cH:44]2)([CH2:46][CH2:47][c:48]2[cH:49][cH:50][c:51]([OH:54])[cH:52][cH:53]2)[CH2:36]1>>[C:1]([CH3:2])([CH3:3])([CH3:4])[c:5]1[c:6]([S:19][C:32]2=[C:31]([OH:30])[CH2:36][C:35]([CH2:37][CH2:38][c:39]3[cH:40][cH:41][c:42]([OH:45])[cH:43][cH:44]3)([CH2:46][CH2:47][c:48]3[cH:49][cH:50][c:51]([OH:54])[cH:52][cH:53]3)[O:34][C:33]2=[O:55])[cH:7][c:8]([CH3:18])[c:9]([O:11][S:12]([N:13]([CH3:14])[CH3:15])(=[O:16])=[O:17])[cH:10]1. Starting materials: Cc1ccc(S(=O)(=O)Sc2cc(C)c(OS(=O)(=O)N(C)C)cc2C(C)(C)C)cc1, CO, ClC(Cl)Cl, [K+], [K+], O=C([O-])[O-], CN(C)C=O, O=C1C=C(O)CC(CCc2ccc(O)cc2)(CCc2ccc(O)cc2)O1. Starting materials: C1(CCCCC1)[NH2+]C1CCCCC1.C(C1=CC=CC=C1)OC(=O)N[C@H](C(=O)[O-])[C@@H](C)OC(C)(C)C ((2S,3R)-2-(((benzyloxy)carbonyl)amino)-3-(tert-butoxy)butanoic acid dicyclohexylammonium salt), ClC(=O)OCC(C)C (isobutyl chloroformate), CN1CCOCC1 (N-methylmorpholine). Solvent: C1CCOC1 (THF). Conditions: temperature -20 celsius, time 10 minute. The product is C(C1=CC=CC=C1)OC(N[C@H](CO)[C@@H](C)OC(C)(C)C)=O (benzyl((2R)-(3R)-3-(tert-butoxy)-1-hydroxybutan-2-yl)carbamate). RXN SMILES: C1([NH2+]C2CCCCC2)CCCCC1.[CH2:14]([O:21][C:22]([NH:24][C@@H:25]([C@H:29]([O:31][C:32]([CH3:35])([CH3:34])[CH3:33])[CH3:30])[C:26]([O-])=[O:27])=[O:23])[C:15]1[CH:20]=[CH:19][CH:18]=[CH:17][CH:16]=1.ClC(OCC(C)C)=O.CN1CCOCC1>C1COCC1>[CH2:14]([O:21][C:22](=[O:23])[NH:24][C@@H:25]([C@H:29]([O:31][C:32]([CH3:35])([CH3:34])[CH3:33])[CH3:30])[CH2:26][OH:27])[C:15]1[CH:16]=[CH:17][CH:18]=[CH:19][CH:20]=1 |f:0.1|. Procedure: A solution of (2S,3R)-2-(((benzyloxy)carbonyl)amino)-3-(tert-butoxy)butanoic acid dicyclohexylammonium salt (500 mg, 1.0 mmol) in 10 ml of THF and isobutyl chloroformate (167 mg, 1.2 mmol, 1.2 equiv) at −25° C. was added N-methylmorpholine (124 mg, 1.2 mmol, 1.2 equiv), the mixture was stirred at same temperature for 10 min and filtered. The filtrate was cooled to −20° C. and to it was added NaBH4, followed by 2 ml of water immediately afterwards. The reaction mixture was stirred at same tempera... Reactants: COC(COC1=C(C=C(C(=C1)C(C)(C)C)SC#N)C)=O ((5-tert-butyl-2-methyl-4-thiocyanato-phenoxy)acetic acid methyl ester), SC[C@@H](O)[C@H](O)CS (dithiothreitol), K2PO4. Solvent: CCO (EtOH). Product: COC(COC1=C(C=C(C(=C1)C(C)(C)C)S)C)=O ((5-tert-Butyl-4-mercapto-2-methyl-phenoxy)acetic acid methyl ester). RXN SMILES: [CH3:1][O:2][C:3](=[O:20])[CH2:4][O:5][C:6]1[CH:11]=[C:10]([C:12]([CH3:15])([CH3:14])[CH3:13])[C:9]([S:16]C#N)=[CH:8][C:7]=1[CH3:19].SC[C@H]([C@@H](CS)O)O>CCO>[CH3:1][O:2][C:3](=[O:20])[CH2:4][O:5][C:6]1[CH:11]=[C:10]([C:12]([CH3:13])([CH3:14])[CH3:15])[C:9]([SH:16])=[CH:8][C:7]=1[CH3:19]. Reported procedure: 1.00 g (3.4 mmol) of (5-tert-butyl-2-methyl-4-thiocyanato-phenoxy)acetic acid methyl ester prepared in Example KKK was combined with 3.16 g (20 mmol) dithiothreitol (DTT) in a solution of 10 mL 0.02M K2PO4 buffer and 40 mL of EtOH. The reaction was refluxed overnight, then cooled and partially concentrated. After dilution with water, the mixture was extracted with EtOAc, and the organic layer washed with saturated aqueous brine, dried (Na2SO4) and concentrated. The residue was chromatographed on... Starting materials: O=C([O-])[O-], CSc1ccc(O)cc1, N#Cc1cc([N+](=O)[O-])ccc1Cl, [K+], [K+], CN(C)C=O. Yields the product CSc1ccc(Oc2ccc([N+](=O)[O-])cc2C#N)cc1. As a reaction SMILES: [C:22](=[O:23])([O-:24])[O-:25].[CH3:13][S:14][c:15]1[cH:16][cH:17][c:18]([OH:19])[cH:20][cH:21]1.[Cl:1][c:2]1[c:3]([C:4]#[N:5])[cH:6][c:7]([N+:10](=[O:11])[O-:12])[cH:8][cH:9]1.[K+:26].[K+:27].[O:28]=[CH:29][N:30]([CH3:31])[CH3:32]>>[c:2]1([O:19][c:18]2[cH:17][cH:16][c:15]([S:14][CH3:13])[cH:21][cH:20]2)[c:3]([C:4]#[N:5])[cH:6][c:7]([N+:10](=[O:11])[O-:12])[cH:8][cH:9]1.